Dataset: the Open Reaction Database (ORD), a public repository of structured organic reaction records. Task: describe an organic reaction: reactants, conditions, products, and yield Starting materials: NC1=CC(=C(C(=O)NCC2CCN(CC2)CCCCCNCC2=CC=C(C=C2)[N+](=O)[O-])C=C1Cl)OC (4-Amino-5-chloro-2-methoxy-N-((1-(5-(4-nitrobenzylamino)pentyl)-piperidin-4-yl)methyl)benzamide), C(C)=O (acetaldehyde), C(#N)[BH3-].[Na+] (sodium cyanoborohydride). Yields the product NC1=CC(=C(C(=O)NCC2CCN(CC2)CCCCCN(CC2=CC=C(C=C2)[N+](=O)[O-])CC)C=C1Cl)OC (4-amino-5-chloro-N-((1-(5-(N-ethyl-N-(4-nitrobenzyl)amino)pentyl)-piperidin-4-yl)methyl)-2-methoxybenzamide). RXN SMILES: [NH2:1][C:2]1[C:33]([Cl:34])=[CH:32][C:5]([C:6]([NH:8][CH2:9][CH:10]2[CH2:15][CH2:14][N:13]([CH2:16][CH2:17][CH2:18][CH2:19][CH2:20][NH:21][CH2:22][C:23]3[CH:28]=[CH:27][C:26]([N+:29]([O-:31])=[O:30])=[CH:25][CH:24]=3)[CH2:12][CH2:11]2)=[O:7])=[C:4]([O:35][CH3:36])[CH:3]=1.[CH:37](=O)[CH3:38].C([BH3-])#N.[Na+]>>[NH2:1][C:2]1[C:33]([Cl:34])=[CH:32][C:5]([C:6]([NH:8][CH2:9][CH:10]2[CH2:11][CH2:12][N:13]([CH2:16][CH2:17][CH2:18][CH2:19][CH2:20][N:21]([CH2:37][CH3:38])[CH2:22][C:23]3[CH:24]=[CH:25][C:26]([N+:29]([O-:31])=[O:30])=[CH:27][CH:28]=3)[CH2:14][CH2:15]2)=[O:7])=[C:4]([O:35][CH3:36])[CH:3]=1 |f:2.3|. Reported procedure: 4-Amino-5-chloro-2-methoxy-N-((1-(5-(4-nitrobenzylamino)pentyl)-piperidin-4-yl)methyl)benzamide (1.5 g) as starting compound, acetaldehyde (0.21 ml) and sodium cyanoborohydride (0.24 g) were reacted and treated in the same manner as in Example 136 to give 0.6 g of 4-amino-5-chloro-N-((1-(5-(N-ethyl-N-(4-nitrobenzyl)amino)pentyl)-piperidin-4-yl)methyl)-2-methoxybenzamide.